This data is from the Open Reaction Database (ORD), a public repository of structured organic reaction records. The task is: describe an organic reaction: reactants, conditions, products, and yield Starting materials: O (water), [OH-].[Na+] (sodium hydroxide), O (water), C(C1=CC=CC=C1)OC1=CC=C(C=C1)C=1OC2=C(C1C(=O)OC)C=C(C(=C2)N(S(=O)(=O)C)CC2=CC=C(C=C2)OC)C2CC2 (methyl 2-(4-(benzyloxy)phenyl)-5-cyclopropyl-6-(N-(4-methoxybenzyl)methylsulfonamido)benzofuran-3-carboxylate), [H-].[Al+3].[Li+].[H-].[H-].[H-] (lithium aluminum hydride). The solvent is C(C)(=O)OCC (ethyl acetate), O1CCCC1 (tetrahydrofuran). Reaction conditions: time 2 hour. The product is C(C1=CC=CC=C1)OC1=CC=C(C=C1)C=1OC2=C(C1CO)C=C(C(=C2)N(S(=O)(=O)C)CC2=CC=C(C=C2)OC)C2CC2 (N-(2-(4-(benzyloxy)phenyl)-5-cyclopropyl-3-(hydroxymethyl)benzofuran-6-yl)-N-(4-methoxybenzyl)methanesulfonamide). Isolated yield 98.6%. Reaction SMILES: [CH2:1]([O:8][C:9]1[CH:14]=[CH:13][C:12]([C:15]2[O:16][C:17]3[CH:27]=[C:26]([N:28]([CH2:33][C:34]4[CH:39]=[CH:38][C:37]([O:40][CH3:41])=[CH:36][CH:35]=4)[S:29]([CH3:32])(=[O:31])=[O:30])[C:25]([CH:42]4[CH2:44][CH2:43]4)=[CH:24][C:18]=3[C:19]=2[C:20](OC)=[O:21])=[CH:11][CH:10]=1)[C:2]1[CH:7]=[CH:6][CH:5]=[CH:4][CH:3]=1.[H-].[Al+3].[Li+].[H-].[H-].[H-].O.[OH-].[Na+]>O1CCCC1.C(OCC)(=O)C>[CH2:1]([O:8][C:9]1[CH:10]=[CH:11][C:12]([C:15]2[O:16][C:17]3[CH:27]=[C:26]([N:28]([CH2:33][C:34]4[CH:35]=[CH:36][C:37]([O:40][CH3:41])=[CH:38][CH:39]=4)[S:29]([CH3:32])(=[O:31])=[O:30])[C:25]([CH:42]4[CH2:43][CH2:44]4)=[CH:24][C:18]=3[C:19]=2[CH2:20][OH:21])=[CH:13][CH:14]=1)[C:2]1[CH:3]=[CH:4][CH:5]=[CH:6][CH:7]=1 |f:1.2.3.4.5.6,8.9|. Reported procedure: A solution of Example 18H (4.34 g, 7.09 mmol) in tetrahydrofuran (20 mL) at 5° C. under nitrogen was treated dropwise with a solution of 1 M lithium aluminum hydride (7.1 mL, 7.1 mmol). The reaction mixture was stirred for two hours at ambient temperature, and treated sequentially and dropwise with water (0.29 mL), 15% aqueous sodium hydroxide (0.29 mL) and water (0.875 mL). The resulting slurry was stirred for 20 minutes, diluted with ethyl acetate and filtered through diatomaceous earth. The d...